From a dataset of the Open Reaction Database (ORD), a public repository of structured organic reaction records. describe an organic reaction: reactants, conditions, products, and yield Reactants: Cl.C(C)N=C=NCCCN(C)C (1-ethyl-3-(3′-dimethylaminopropyl)carbodiimide hydrochloride), C1(=CC=CC=C1)C=1N=C(OC1C1=CC=CC=C1)C=1[C@@H](CCCC1)CC=1C=C(C(=O)O)C=CC1 (3-{[(1S)-2-(4,5-diphenyloxazol-2-yl)-2-cyclohexen-1-yl]methyl}benzoic acid), C1(=CC=CC=C1)CS(=O)(=O)N (α-toluenesulfonamide). Reagents/catalysts: CN(C1=CC=NC=C1)C (4-dimethylaminopyridine). The solvent is CN(C)C=O (DMF), CCOC(=O)C (EtOAc). Reaction conditions: time 16 hour. The product is C(C1=CC=CC=C1)S(=O)(=O)NC(C1=CC(=CC=C1)C[C@H]1C(=CCCC1)C=1OC(=C(N1)C1=CC=CC=C1)C1=CC=CC=C1)=O (N-benzylsulfonyl-3-{[(1S)-2-(4,5-diphenyloxazol-2-yl)-2-cyclohexen-1-yl]methyl}benzamide). Yield: 63.9%. As a reaction SMILES: [C:1]1([C:7]2[N:8]=[C:9]([C:18]3[C@H:19]([CH2:24][C:25]4[CH:26]=[C:27]([CH:31]=[CH:32][CH:33]=4)[C:28](O)=[O:29])[CH2:20][CH2:21][CH2:22][CH:23]=3)[O:10][C:11]=2[C:12]2[CH:17]=[CH:16][CH:15]=[CH:14][CH:13]=2)[CH:6]=[CH:5][CH:4]=[CH:3][CH:2]=1.[C:34]1([CH2:40][S:41]([NH2:44])(=[O:43])=[O:42])[CH:39]=[CH:38][CH:37]=[CH:36][CH:35]=1.Cl.C(N=C=NCCCN(C)C)C>CN(C=O)C.CN(C)C1C=CN=CC=1.CCOC(C)=O>[CH2:40]([S:41]([NH:44][C:28](=[O:29])[C:27]1[CH:31]=[CH:32][CH:33]=[C:25]([CH2:24][C@@H:19]2[CH2:20][CH2:21][CH2:22][CH:23]=[C:18]2[C:9]2[O:10][C:11]([C:12]3[CH:17]=[CH:16][CH:15]=[CH:14][CH:13]=3)=[C:7]([C:1]3[CH:2]=[CH:3][CH:4]=[CH:5][CH:6]=3)[N:8]=2)[CH:26]=1)(=[O:42])=[O:43])[C:34]1[CH:35]=[CH:36][CH:37]=[CH:38][CH:39]=1 |f:2.3|. Procedure details: To a mixture of 3-{[(1S)-2-(4,5-diphenyloxazol-2-yl)-2-cyclohexen-1-yl]methyl}benzoic acid (250 mg, 0.575 mmol) and α-toluenesulfonamide (98 mg, 0.575 mmol) in DMF (6 ml) was added 4-dimethylaminopyridine (105 mg, 0.863 mmol) and 1-ethyl-3-(3′-dimethylaminopropyl)carbodiimide hydrochloride (220 mg, 1.15 mmol). After stirring the resulting mixture at room temperature for 16 hours, the reaction mixture was diluted with EtOAc (30 ml), washed with 1N-hydrochloric acid, water and brine successively, ...